From a dataset of the Open Reaction Database (ORD), a public repository of structured organic reaction records. describe an organic reaction: reactants, conditions, products, and yield Starting materials: C(CCO)O (1,3-propanediol), [H-].[Na+] (sodium hydride), BrC=1C=C(SC1)CN(C)C (4-bromo-N,N-dimethyl-2-thiophenemethanamine). The reagents and catalysts are [Cu]=O (Copper (II) oxide), [I-].[Na+] (sodium iodide). Solvent: Cl (hydrochloric acid). Reaction conditions: time 1 hour. Yields the product CN(C)CC1=CC(=CS1)OCCCO (3-[5-(Dimethylaminomethyl)-3-thienyloxy]-1-propanol). RXN SMILES: [CH2:1]([OH:5])[CH2:2][CH2:3][OH:4].[H-].[Na+].Br[C:9]1[CH:10]=[C:11]([CH2:14][N:15]([CH3:17])[CH3:16])[S:12][CH:13]=1>[Cu]=O.[I-].[Na+].Cl>[CH3:16][N:15]([CH2:14][C:11]1[S:12][CH:13]=[C:9]([O:4][CH2:3][CH2:2][CH2:1][OH:5])[CH:10]=1)[CH3:17] |f:1.2,5.6|. Procedure details: A mixture of 1,3-propanediol (20 ml) and sodium hydride (1 g) was stirred at 80° for 1 h. Copper (II) oxide (1.3 g), sodium iodide (0.05 g) and 4-bromo-N,N-dimethyl-2-thiophenemethanamine (5 g) were added and heating was continued for 2 days. Dilute hydrochloric acid (60 ml) was added and the aqueous solution was washed with diethyl ether (50 ml), basified with aqueous sodium hydroxide and extracted with chloroform (200 ml). The organic extract was distilled to give the title compound (1.7 g) as...